Dataset: the Open Reaction Database (ORD), a public repository of structured organic reaction records. Task: describe an organic reaction: reactants, conditions, products, and yield Starting materials: CS(=O)(=O)Cl, Cl, Nc1ccc(C(=O)c2ccc(Cl)cc2)cc1, c1ccncc1. Product: CS(=O)(=O)Nc1ccc(C(=O)c2ccc(Cl)cc2)cc1. As a reaction SMILES: [CH3:17][S:18]([Cl:19])(=[O:20])=[O:21].[ClH:22].[NH2:1][c:2]1[cH:3][cH:4][c:5]([C:6](=[O:7])[c:8]2[cH:9][cH:10][c:11]([Cl:14])[cH:12][cH:13]2)[cH:15][cH:16]1.[cH:23]1[cH:24][cH:25][n:26][cH:27][cH:28]1>>[NH:1]([c:2]1[cH:3][cH:4][c:5]([C:6](=[O:7])[c:8]2[cH:9][cH:10][c:11]([Cl:14])[cH:12][cH:13]2)[cH:15][cH:16]1)[S:18]([CH3:17])(=[O:20])=[O:21]. Starting materials: C(C)(C)(C)OC(=O)N/C=1/C\C(=C/C2=C(\N1)C=C(C=C2)C2=CC=C(C=C2)CC(=O)OCCCC)\C(N(CCC)CCCO[Si](C)(C)C(C)(C)C)=O (Butyl 2-(4-((1E,4E)-2-(tert-butoxycarbonylamino)-4-((3-(tert-butyldimethylsilyloxy)propyl)(propyl)carbamoyl)-3H-benzo[b]azepin-8-yl)phenyl)acetate). Solvent: ClCCl (dichloromethane), C(=O)(C(F)(F)F)O (TFA). Reaction conditions: time 1 hour. The product is N/C=1/C\C(=C/C2=C(\N1)C=C(C=C2)C2=CC=C(C=C2)CC(=O)OCCCC)\C(N(CCC)CCCO)=O (butyl 2-(4-((1E,4E)-2-amino-4-((3-hydroxypropyl)(propyl)carbamoyl)-3H-benzo[b]azepin-8-yl)phenyl)acetate). As a reaction SMILES: C(OC([NH:8][C:9]1[CH2:10][C:11]([C:34](=[O:50])[N:35]([CH2:39][CH2:40][CH2:41][O:42][Si](C(C)(C)C)(C)C)[CH2:36][CH2:37][CH3:38])=[CH:12][C:13]2[CH:19]=[CH:18][C:17]([C:20]3[CH:25]=[CH:24][C:23]([CH2:26][C:27]([O:29][CH2:30][CH2:31][CH2:32][CH3:33])=[O:28])=[CH:22][CH:21]=3)=[CH:16][C:14]=2[N:15]=1)=O)(C)(C)C>ClCCl.C(O)(C(F)(F)F)=O>[NH2:8][C:9]1[CH2:10][C:11]([C:34](=[O:50])[N:35]([CH2:39][CH2:40][CH2:41][OH:42])[CH2:36][CH2:37][CH3:38])=[CH:12][C:13]2[CH:19]=[CH:18][C:17]([C:20]3[CH:21]=[CH:22][C:23]([CH2:26][C:27]([O:29][CH2:30][CH2:31][CH2:32][CH3:33])=[O:28])=[CH:24][CH:25]=3)=[CH:16][C:14]=2[N:15]=1. Procedure: Butyl 2-(4-((1E,4E)-2-(tert-butoxycarbonylamino)-4-((3-(tert-butyldimethylsilyloxy)propyl)(propyl)carbamoyl)-3H-benzo[b]azepin-8-yl)phenyl)acetate was dissolved in 2 mls of dichloromethane and 0.5 ml of TFA. After about one hour, the mixture was concentrated under reduced pressure and the resulting residue was then re-dissolved in dichloromethane and 1 ml of concentrated ammonium hydroxide added and the mixture vigorously stirred for 15 minutes. This mixture was then diluted with water, extracte... Starting materials: Cc1ccc(N(CC(=O)O)S(=O)(=O)c2ccc(C(C)(C)C)cc2)cc1, COc1ccc(CNC2CC2)cc1OC. Yields the product COc1ccc(CN(C(=O)CN(c2ccc(C)cc2)S(=O)(=O)c2ccc(C(C)(C)C)cc2)C2CC2)cc1OC. RXN SMILES: [C:1]([CH3:2])([CH3:3])([CH3:4])[c:5]1[cH:6][cH:7][c:8]([S:11](=[O:12])(=[O:13])[N:14]([c:15]2[cH:16][cH:17][c:18]([CH3:21])[cH:19][cH:20]2)[CH2:22][C:23](=[O:24])[OH:25])[cH:9][cH:10]1.[CH:26]1([NH:29][CH2:30][c:31]2[cH:32][c:33]([O:39][CH3:40])[c:34]([O:37][CH3:38])[cH:35][cH:36]2)[CH2:27][CH2:28]1>>[C:1]([CH3:2])([CH3:3])([CH3:4])[c:5]1[cH:6][cH:7][c:8]([S:11](=[O:12])(=[O:13])[N:14]([c:15]2[cH:16][cH:17][c:18]([CH3:21])[cH:19][cH:20]2)[CH2:22][C:23](=[O:24])[N:29]([CH:26]2[CH2:27][CH2:28]2)[CH2:30][c:31]2[cH:32][c:33]([O:39][CH3:40])[c:34]([O:37][CH3:38])[cH:35][cH:36]2)[cH:9][cH:10]1. Starting materials: C(CC)NC(=O)C1=CC=2N(C3=CC=CC=C3SC2C=C1)C(CC)N1CCCC1 (N-propyl-10-[1-(1-pyrrolidinyl)-propyl]-2-phenothiazinecarboxamide), C1(CC1)CBr (cyclopropylmethyl bromide), C([O-])([O-])=O.[Na+].[Na+] (sodium carbonate), [I-].[Na+] (sodium iodide). Solvent: CC(=O)C (acetone), CN(C=O)C (dimethylformamide). Run at time 40 hour. Yields the product [I-].C1(CC1)C[N+]1(CCCC1)C(C)C (1-Cyclopropylmethyl-1-[2-propyl]pyrrolidinium iodide). As a reaction SMILES: C(NC(C1C=CC2SC3C(=CC=CC=3)N([CH:21]([N:24]3[CH2:28][CH2:27][CH2:26][CH2:25]3)[CH2:22][CH3:23])C=2C=1)=O)CC.[CH:29]1(CBr)[CH2:31][CH2:30]1.[C:34](=O)([O-])[O-].[Na+].[Na+].[I-:40].[Na+]>CC(C)=O.CN(C)C=O>[I-:40].[CH:22]1([CH2:21][N+:24]2([CH:29]([CH3:31])[CH3:30])[CH2:25][CH2:26][CH2:27][CH2:28]2)[CH2:23][CH2:34]1 |f:2.3.4,5.6,9.10|. Procedure details: A suspension of N-propyl-10-[1-(1-pyrrolidinyl)-propyl]-2-phenothiazinecarboxamide, L series (0.6 g), cyclopropylmethyl bromide (0.74 cc), sodium carbonate (1 g) and sodium iodide (0.5 g) in a mixture of acetone (25 cc) and dimethylformamide (0.5 cc) is brought to reflux with stirring for 40 hours, cooled and filtered, and the filtrate is concentrated to dryness under reduced pressure (30 mm Hg; 4 kPa) at 55°-60° C. The orange-colored oily residue (1.98 g) is taken up with stirring with isopropy...